This data is from the Open Reaction Database (ORD), a public repository of structured organic reaction records. The task is: describe an organic reaction: reactants, conditions, products, and yield Starting materials: [OH-].[K+] (Potassium hydroxide), O1C(C=CCC1)=O (5,6-dihydro-2H-pyran-2-one), CI (methyl iodide). Run in O (water). Run at temperature 20 celsius, time 2 hour. Product: OCC\C=C/C(=O)OC (methyl (Z)-5-hydroxy-2-pentenoate). Isolated yield 63.0%. As a reaction SMILES: [OH-:1].[K+].[O:3]1[CH2:8][CH2:7][CH:6]=[CH:5][C:4]1=[O:9].[CH3:10]I>O>[OH:3][CH2:8][CH2:7]/[CH:6]=[CH:5]\[C:4]([O:9][CH3:10])=[O:1] |f:0.1|. Procedure: Potassium hydroxide (3.36 g, 60 mmoles) was added to a stirred solution of 5,6-dihydro-2H-pyran-2-one (4.9 g, 50 mmoles) in water (45 ml) at 5° C. The solution was allowed to warm to 20° C. and stirred for 21/2 hours then evaporated to residue in a vacuum. The residue was flushed with isopropanol (2×50 ml) and dried in a vacuum at 50° C. over P2O5. This solid was slurried in dry dimethylformamide (30 ml) and methyl iodide (34.2 g, 240 mmol) added. The slurry was stirred for 18 hours at 20° C. th... Reactants: CO, O=C(O)c1ccc(C2=CCC3(CC2)OCCO3)cc1. Yields the product O=C(O)c1ccc(C2CCC3(CC2)OCCO3)cc1. RXN SMILES: [CH3:20][OH:21].[O:1]1[CH2:2][CH2:3][O:4][C:5]12[CH2:6][CH:7]=[C:8]([c:11]1[cH:12][cH:13][c:14]([C:15](=[O:16])[OH:17])[cH:18][cH:19]1)[CH2:9][CH2:10]2>>[O:1]1[CH2:2][CH2:3][O:4][C:5]12[CH2:6][CH2:7][CH:8]([c:11]1[cH:12][cH:13][c:14]([C:15](=[O:16])[OH:17])[cH:18][cH:19]1)[CH2:9][CH2:10]2. The reactants are CC(C(=O)NC1CC=CCC2CCC(C(=O)NCCc3ccccc3)N2C1=O)N(C)C, Cc1ccccc1, ClCCl. Yields the product CNC(C)C(=O)NC1CC=CCC2CCC(C(=O)NCCc3ccccc3)N2C1=O. As a reaction SMILES: [CH2:1]([CH2:2][c:3]1[cH:4][cH:5][cH:6][cH:7][cH:8]1)[NH:9][C:10](=[O:11])[CH:12]1[CH2:13][CH2:14][CH:15]2[N:16]1[C:17](=[O:31])[CH:18]([NH:23][C:24]([CH:25]([CH3:26])[N:27]([CH3:28])[CH3:29])=[O:30])[CH2:19][CH:20]=[CH:21][CH2:22]2.[CH3:32][c:33]1[cH:34][cH:35][cH:36][cH:37][cH:38]1.[Cl:39][CH2:40][Cl:41]>>[CH2:1]([CH2:2][c:3]1[cH:4][cH:5][cH:6][cH:7][cH:8]1)[NH:9][C:10](=[O:11])[CH:12]1[CH2:13][CH2:14][CH:15]2[N:16]1[C:17](=[O:31])[CH:18]([NH:23][C:24]([CH:25]([CH3:26])[NH:27][CH3:28])=[O:30])[CH2:19][CH:20]=[CH:21][CH2:22]2. The reactants are C1CCOC1, CC(=O)Cl, CCOC(C)=O, CCN(C(C)C)C(C)C, ClCCl, Fc1ccc(-n2ncnc2-c2cc3c(s2)-c2nc(N4CCNCC4)ccc2OCC3)c(F)c1. Product: CC(=O)N1CCN(c2ccc3c(n2)-c2sc(-c4ncnn4-c4ccc(F)cc4F)cc2CCO3)CC1. As a reaction SMILES: [CH2:56]1[O:57][CH2:58][CH2:59][CH2:60]1.[CH3:43][C:44]([Cl:45])=[O:46].[CH3:50][CH2:51][O:52][C:53]([CH3:54])=[O:55].[CH:34]([N:35]([CH2:36][CH3:37])[CH:38]([CH3:39])[CH3:40])([CH3:41])[CH3:42].[Cl:47][CH2:48][Cl:49].[F:1][c:2]1[c:3](-[n:9]2[n:10][cH:11][n:12][c:13]2-[c:14]2[cH:15][c:16]3[c:22]([s:23]2)-[c:21]2[c:20]([cH:27][cH:26][c:25]([N:28]4[CH2:29][CH2:30][NH:31][CH2:32][CH2:33]4)[n:24]2)[O:19][CH2:18][CH2:17]3)[cH:4][cH:5][c:6]([F:8])[cH:7]1>>[F:1][c:2]1[c:3](-[n:9]2[n:10][cH:11][n:12][c:13]2-[c:14]2[cH:15][c:16]3[c:22]([s:23]2)-[c:21]2[c:20]([cH:27][cH:26][c:25]([N:28]4[CH2:29][CH2:30][N:31]([C:44]([CH3:43])=[O:46])[CH2:32][CH2:33]4)[n:24]2)[O:19][CH2:18][CH2:17]3)[cH:4][cH:5][c:6]([F:8])[cH:7]1. The reactants are ClC(Cl)(Cl)OC(OC(Cl)(Cl)Cl)=O (bis(trichloromethyl)carbonate), N1=CC=CC=C1 (pyridine), O1CCCC1 (tetrahydrofuran), O1CCCC1 (tetrahydrofuran). Product: Cl.C(OCCNC)(OC1CCOCC1)=O (2-(methylamino)ethyl tetrahydropyran-4-yl carbonate hydrochloride). As a reaction SMILES: [Cl:1][C:2]([O:5][C:6](=[O:12])[O:7][C:8](Cl)(Cl)Cl)(Cl)Cl.[N:13]1[CH:18]=CC=C[CH:14]=1.[O:19]1[CH2:23][CH2:22][CH2:21][CH2:20]1>>[ClH:1].[C:6](=[O:12])([O:7][CH:8]1[CH2:22][CH2:23][O:19][CH2:20][CH2:21]1)[O:5][CH2:2][CH2:18][NH:13][CH3:14] |f:3.4|. Reported procedure: To a solution (20 mL) of bis(trichloromethyl)carbonate (0.48 g) in tetrahydrofuran was dropwise added a solution (1 mL) of pyridine (0.39 mL) in tetrahydrofuran under ice-cooling. After stirring under ice-cooling for 20 min., 2-(methylamino)ethyl tetrahydropyran-4-yl carbonate hydrochloride (0.96 g) obtained in Reference Example 17 was added. A solution (1 mL) of triethylamine (0.67 mL) in tetrahydrofuran was dropwise added, and the mixture was stirred at room temperature for 2 hrs. After concen... The reactants are C(C1=CC=CC=C1)C1CCN(CC1)C[C@@H]1C[C@@H](CC1)NC(=O)[C@]12[C@@H]([C@H]3CC[C@@H]4[C@]5(CC[C@@H](C([C@@H]5CC[C@]4([C@@]3(CC1)C)C)(C)C)O)C)[C@@H](CC2)C(=C)C ((1R,3aS,5aR,5bR,7aR,9S,11aR,11bR,13aR,13bR)-N-((1R,3S)-3-((4-benzylpiperidin-1-yl)methyl)cyclopentyl)-9-hydroxy-5a,5b,8,8,11a-pentamethyl-1-(prop-1-en-2-yl)icosahydro-1H-cyclopenta[a]chrysene-3a-carboxamide), CC1=C(C(=NC=C1)N)C (dimethyl amino pyridine), CC1(CC(OC(C1)=O)=O)C (4,4-dimethyldihydro-2H-pyran-2,6(3H)-dione). Run in C(C)(=O)OCC (ethyl acetate), N1=CC=CC=C1 (pyridine). Product: C(C1=CC=CC=C1)C1CCN(CC1)C[C@@H]1C[C@@H](CC1)NC(=O)[C@]12[C@@H]([C@H]3CC[C@@H]4[C@]5(CC[C@@H](C([C@@H]5CC[C@]4([C@@]3(CC1)C)C)(C)C)OC(CC(CC(=O)O)(C)C)=O)C)[C@@H](CC2)C(=C)C (5-((1R,3aS,5aR,5bR,7aR,9S,11aR,11bR,13aR,13bR)-3a-((1R,3S)-3-((4-benzylpiperidin-1-yl)methyl)cyclopentylcarbamoyl)-5a,5b,8,8,11a-pentamethyl-1-(prop-1-en-2-yl)icosahydro-1H-cyclopenta[a]chrysen-9-yloxy)-3,3-dimethyl-5-oxopentanoic acid). Reaction SMILES: [CH2:1]([CH:8]1[CH2:13][CH2:12][N:11]([CH2:14][C@H:15]2[CH2:19][CH2:18][C@@H:17]([NH:20][C:21]([C@:23]34[CH2:49][CH2:48][C@@H:47]([C:50]([CH3:52])=[CH2:51])[C@@H:24]3[C@@H:25]3[C@@:38]([CH3:41])([CH2:39][CH2:40]4)[C@@:37]4([CH3:42])[C@@H:28]([C@:29]5([CH3:46])[C@@H:34]([CH2:35][CH2:36]4)[C:33]([CH3:44])([CH3:43])[C@@H:32]([OH:45])[CH2:31][CH2:30]5)[CH2:27][CH2:26]3)=[O:22])[CH2:16]2)[CH2:10][CH2:9]1)[C:2]1[CH:7]=[CH:6][CH:5]=[CH:4][CH:3]=1.CC1C=CN=C(N)C=1C.[CH3:62][C:63]1([CH3:71])[CH2:68][C:67](=[O:69])[O:66][C:65](=[O:70])[CH2:64]1>N1C=CC=CC=1.C(OCC)(=O)C>[CH2:1]([CH:8]1[CH2:13][CH2:12][N:11]([CH2:14][C@H:15]2[CH2:19][CH2:18][C@@H:17]([NH:20][C:21]([C@:23]34[CH2:49][CH2:48][C@@H:47]([C:50]([CH3:52])=[CH2:51])[C@@H:24]3[C@@H:25]3[C@@:38]([CH3:41])([CH2:39][CH2:40]4)[C@@:37]4([CH3:42])[C@@H:28]([C@:29]5([CH3:46])[C@@H:34]([CH2:35][CH2:36]4)[C:33]([CH3:44])([CH3:43])[C@@H:32]([O:45][C:67](=[O:69])[CH2:68][C:63]([CH3:71])([CH3:62])[CH2:64][C:65]([OH:70])=[O:66])[CH2:31][CH2:30]5)[CH2:27][CH2:26]3)=[O:22])[CH2:16]2)[CH2:10][CH2:9]1)[C:2]1[CH:7]=[CH:6][CH:5]=[CH:4][CH:3]=1. Procedure: To a stirred solution of (1R,3aS,5aR,5bR,7aR,9S,11aR,11bR,13aR,13bR)-N-((1R,3S)-3-((4-benzylpiperidin-1-yl)methyl)cyclopentyl)-9-hydroxy-5a,5b,8,8,11a-pentamethyl-1-(prop-1-en-2-yl)icosahydro-1H-cyclopenta[a]chrysene-3a-carboxamide (Example 32, 0.5 g, 0.80 mmol) in pyridine (5 ml), dimethyl amino pyridine (0.2 g, 1.6 mmol) was added, followed by 4,4-dimethyldihydro-2H-pyran-2,6(3H)-dione (0.82 ml) was added. The contents were refluxed for 16 hours. After completion of the reaction (monitored by ...